Dataset: the Open Reaction Database (ORD), a public repository of structured organic reaction records. Task: describe an organic reaction: reactants, conditions, products, and yield The reactants are CO, CCCCC(CCOc1ccc(C(=O)OCC)cc1)C(F)(F)F, [Na+], [OH-], O. Yields the product CCCCC(CCOc1ccc(C(=O)O)cc1)C(F)(F)F. Reaction SMILES: [CH3:3][OH:4].[F:5][C:6]([CH:7]([CH2:8][CH2:9][O:10][c:11]1[cH:12][cH:13][c:14]([C:15](=[O:16])[O:17][CH2:18][CH3:19])[cH:20][cH:21]1)[CH2:22][CH2:23][CH2:24][CH3:25])([F:26])[F:27].[Na+:2].[OH-:1].[OH2:28]>>[F:5][C:6]([CH:7]([CH2:8][CH2:9][O:10][c:11]1[cH:12][cH:13][c:14]([C:15](=[O:16])[OH:17])[cH:20][cH:21]1)[CH2:22][CH2:23][CH2:24][CH3:25])([F:26])[F:27]. The reactants are CCO, Cl, COc1ccc2c(c1)C(O)N(CCCc1ccccc1)C2=O. Yields the product COc1ccc2c(c1)CN(CCCc1ccccc1)C2=O. RXN SMILES: [CH3:24][CH2:25][OH:26].[ClH:23].[c:1]1([CH2:7][CH2:8][CH2:9][N:10]2[C:11](=[O:22])[c:12]3[c:13]([cH:16][c:17]([O:20][CH3:21])[cH:18][cH:19]3)[CH:14]2[OH:15])[cH:2][cH:3][cH:4][cH:5][cH:6]1>>[c:1]1([CH2:7][CH2:8][CH2:9][N:10]2[C:11](=[O:22])[c:12]3[c:13]([cH:16][c:17]([O:20][CH3:21])[cH:18][cH:19]3)[CH2:14]2)[cH:2][cH:3][cH:4][cH:5][cH:6]1. Reactants: O=C([O-])[O-], CCc1ccc2c(=O)c3cc(C(=O)O)ccc3oc2c1, CI, CN(C)C=O, [K+], [K+]. The product is CCc1ccc2c(=O)c3cc(C(=O)OC)ccc3oc2c1. RXN SMILES: [C:23](=[O:24])([O-:25])[O-:26].[CH2:1]([CH3:2])[c:3]1[cH:4][c:5]2[o:6][c:7]3[cH:8][cH:9][c:10]([C:18](=[O:19])[OH:20])[cH:11][c:12]3[c:13](=[O:17])[c:14]2[cH:15][cH:16]1.[CH3:21][I:22].[CH3:29][N:30]([CH3:31])[CH:32]=[O:33].[K+:27].[K+:28]>>[CH2:1]([CH3:2])[c:3]1[cH:4][c:5]2[o:6][c:7]3[cH:8][cH:9][c:10]([C:18](=[O:19])[O:20][CH3:23])[cH:11][c:12]3[c:13](=[O:17])[c:14]2[cH:15][cH:16]1. Reactants: CCOCC, OC1CCCC1, CC(S)C(=O)O, Cc1ccc(S(=O)(=O)O)cc1. Yields the product CC(S)C(=O)OC1CCCC1. Reaction SMILES: [CH2:24]([O:25][CH2:26][CH3:27])[CH3:28].[OH:1][CH:2]1[CH2:3][CH2:4][CH2:5][CH2:6]1.[SH:7][CH:8]([C:9](=[O:10])[OH:11])[CH3:12].[c:13]1([CH3:14])[cH:15][cH:16][c:17]([S:18]([OH:19])(=[O:20])=[O:21])[cH:22][cH:23]1>>[O:1]([CH:2]1[CH2:3][CH2:4][CH2:5][CH2:6]1)[C:9]([CH:8]([SH:7])[CH3:12])=[O:10]. Reactants: FC1=CC=C(C=C1)C=1OC=C(N1)C1(CCN(CC1)C)CN ((4-(2-(4-fluorophenyl)oxazol-4-yl)-1-methylpiperidin-4-yl)methanamine), FC(C1=NC(=NO1)C=1C=C(C(=O)O)C=CC1)(F)F (3-(5-(trifluoromethyl)-1,2,4-oxadiazol-3-yl)benzoic acid). Yields the product FC1=CC=C(C=C1)C=1OC=C(N1)C1(CCN(CC1)C)CNC(C1=CC(=CC=C1)C1=NOC(=N1)C(F)(F)F)=O (N-((4-(2-(4-Fluorophenyl)oxazol-4-yl)-1-methylpiperidin-4-yl)methyl)-3-(5-(trifluoromethyl)-1,2,4-oxadiazol-3-yl)benzamide). Isolated yield 24.0%. As a reaction SMILES: [F:1][C:2]1[CH:7]=[CH:6][C:5]([C:8]2[O:9][CH:10]=[C:11]([C:13]3([CH2:20][NH2:21])[CH2:18][CH2:17][N:16]([CH3:19])[CH2:15][CH2:14]3)[N:12]=2)=[CH:4][CH:3]=1.[F:22][C:23]([F:39])([F:38])[C:24]1[O:28][N:27]=[C:26]([C:29]2[CH:30]=[C:31]([CH:35]=[CH:36][CH:37]=2)[C:32](O)=[O:33])[N:25]=1>>[F:1][C:2]1[CH:7]=[CH:6][C:5]([C:8]2[O:9][CH:10]=[C:11]([C:13]3([CH2:20][NH:21][C:32](=[O:33])[C:31]4[CH:35]=[CH:36][CH:37]=[C:29]([C:26]5[N:25]=[C:24]([C:23]([F:39])([F:38])[F:22])[O:28][N:27]=5)[CH:30]=4)[CH2:14][CH2:15][N:16]([CH3:19])[CH2:17][CH2:18]3)[N:12]=2)=[CH:4][CH:3]=1. Reported procedure: This compound was synthesized from (4-(2-(4-fluorophenyl)oxazol-4-yl)-1-methylpiperidin-4-yl)methanamine and 3-(5-(trifluoromethyl)-1,2,4-oxadiazol-3-yl)benzoic acid as described in example 8 step 6 (50 mg, yield 24%). 1H NMR (400 MHz, CDCl3) δ 8.55 (s, 1H), 8.29-8.27 (m, 1H), 8.13-8.05 (m, 3H), 7.67-7.62 (m, 2H), 7.17-7.13 (t, J=8.7 Hz, 2H), 3.85-3.84 (m, 2H), 3.14-3.00 (m, 4H), 2.67 (m, 3H), 2.43-2.42 (m, 2H), 2.24-2.23 (m, 2H). MS (ESI) m/z: Calculated for C26H23F4N5O3: 529.17. found: 530.2 (...